From a dataset of the Open Reaction Database (ORD), a public repository of structured organic reaction records. describe an organic reaction: reactants, conditions, products, and yield The reactants are ice, COC(=O)C=1OC2=C(C1)C=C(C=C2)OCCN2CCCC2 (5-(2-pyrrolidin-1-ylethoxy)benzofuran-2-carboxylic acid methyl ester), [OH-].[Li+] (lithium hydroxide). The solvent is O1CCOCC1 (dioxane). Run at time 4 hour. Yields the product N1(CCCC1)CCOC=1C=CC2=C(C=C(O2)C(=O)O)C1 (5-(2-pyrrolidin-1-yl-ethoxy)-benzofuran-2-carboxylic acid). Isolated yield 5.8%. As a reaction SMILES: C[O:2][C:3]([C:5]1[O:6][C:7]2[CH:13]=[CH:12][C:11]([O:14][CH2:15][CH2:16][N:17]3[CH2:21][CH2:20][CH2:19][CH2:18]3)=[CH:10][C:8]=2[CH:9]=1)=[O:4].[OH-].[Li+]>O1CCOCC1>[N:17]1([CH2:16][CH2:15][O:14][C:11]2[CH:12]=[CH:13][C:7]3[O:6][C:5]([C:3]([OH:4])=[O:2])=[CH:9][C:8]=3[CH:10]=2)[CH2:18][CH2:19][CH2:20][CH2:21]1 |f:1.2|. Procedure details: To an ice-cooled solution of 5-(2-pyrrolidin-1-ylethoxy)benzofuran-2-carboxylic acid methyl ester (960 mg, 33 mmol) anhydrous ethylene glycol dimethyl ether (10 ml) was added dropwise degassed aqueous lithium hydroxide solution (2.0 ml, 2.0M). After stirring at room temperature for 4 h, the solution was cooled down and the pH was adjusted to 2 with 4.0 MHO in dioxane. A gummy tan precipitate formed. The solvent was removed and the gummy residue was frozen and lyophilized. The tan colored solid w... Starting materials: COc1ccc(Cn2nc(OC)c3c(N4CCN(C(=O)OC(C)(C)C)CC4)c(C4CC4)cnc32)cc1, ClCCl, O=C(O)C(F)(F)F. Yields the product COc1ccc(Cn2nc(OC)c3c(N4CCNCC4)c(C4CC4)cnc32)cc1. RXN SMILES: [CH:1]1([c:4]2[c:5]([N:24]3[CH2:25][CH2:26][N:27]([C:30]([O:31][C:32]([CH3:33])([CH3:34])[CH3:35])=[O:36])[CH2:28][CH2:29]3)[c:6]3[c:7]([n:8][cH:9]2)[n:10]([CH2:15][c:16]2[cH:17][cH:18][c:19]([O:22][CH3:23])[cH:20][cH:21]2)[n:11][c:12]3[O:13][CH3:14])[CH2:2][CH2:3]1.[Cl:44][CH2:45][Cl:46].[F:37][C:38]([F:39])([F:40])[C:41]([OH:42])=[O:43]>>[CH:1]1([c:4]2[c:5]([N:24]3[CH2:25][CH2:26][NH:27][CH2:28][CH2:29]3)[c:6]3[c:7]([n:8][cH:9]2)[n:10]([CH2:15][c:16]2[cH:17][cH:18][c:19]([O:22][CH3:23])[cH:20][cH:21]2)[n:11][c:12]3[O:13][CH3:14])[CH2:2][CH2:3]1.